This data is from the Open Reaction Database (ORD), a public repository of structured organic reaction records. The task is: describe an organic reaction: reactants, conditions, products, and yield Starting materials: NCC1(OCCC1)COC(NCCCCCCCCCCCCCCCCCC)=O (2-Aminomethyl-2-octadecylcarbamoyloxymethyltetrahydrofuran), C(CCCCCCCCCCCCCCC)SCC(COC(C1=CC=CC=C1)(C1=CC=CC=C1)C1=CC=CC=C1)O (1-hexadecylthio-3-trityloxy-2-propanol), ClCCCS(=O)(=O)NCC(CSCCCCCCCCCCCCCCCC)OC (3-(3-chloropropylsulfonylamino)-1-hexadecylthio-2-methoxypropane). Product: ClCCCS(=O)(=O)NCC(CSCCCCCCCCCCCCCCCC)OC(NC)=O (3-(3-chloropropylsulfonylamino)-1-hexadecylthio-2-methylcarbamoyloxypropane). As a reaction SMILES: NCC1(CO[C:10](=[O:30])[NH:11][CH2:12]CCCCCCCCCCCCCCCCC)CCCO1.[CH2:31]([S:47][CH2:48][CH:49]([OH:71])[CH2:50]OC(C1C=CC=CC=1)(C1C=CC=CC=1)C1C=CC=CC=1)[CH2:32][CH2:33][CH2:34][CH2:35][CH2:36][CH2:37][CH2:38][CH2:39][CH2:40][CH2:41][CH2:42][CH2:43][CH2:44][CH2:45][CH3:46].[Cl:72][CH2:73][CH2:74][CH2:75][S:76]([NH:79]CC(OC)CSCCCCCCCCCCCCCCCC)(=[O:78])=[O:77]>>[Cl:72][CH2:73][CH2:74][CH2:75][S:76]([NH:79][CH2:50][CH:49]([O:71][C:10](=[O:30])[NH:11][CH3:12])[CH2:48][S:47][CH2:31][CH2:32][CH2:33][CH2:34][CH2:35][CH2:36][CH2:37][CH2:38][CH2:39][CH2:40][CH2:41][CH2:42][CH2:43][CH2:44][CH2:45][CH3:46])(=[O:78])=[O:77]. Reported procedure: 3-Hexadecylthio-2-methylcarbamoyloxypropylamine IV c1 is allowed to react and worked up by the same procedure as described in (4). m.p. 84.5°-85.5° C. The summary of the experimental condition and the physical data of the product are listed in the Table 7. Starting materials: C(C)(=O)OCC (ethyl acetate), NC1=C(C=C(C=N1)\C(=C/C(=O)C1C2CC(CC12)O[Si](C1=CC=CC=C1)(C1=CC=CC=C1)C(C)(C)C)\SC)OC(F)(F)F ((E)-3-(6-amino-5-(trifluoromethoxy)pyridin-3-yl)-1-(3-((tert-butyldiphenylsilyl)oxy)bicyclo[3.1.0]hexan-6-yl)-3-(methylthio)prop-2-en-1-one), O.NN (hydrazine hydrate). The solvent is petroleum ether, C(C)O (ethanol). Reaction conditions: temperature 100 celsius. Yields the product [Si](C1=CC=CC=C1)(C1=CC=CC=C1)(C(C)(C)C)OC1CC2C(C2C1)C1=CC(=NN1)C=1C=C(C(=NC1)N)OC(F)(F)F (5-(5-(3-((tert-butyldiphenylsilyl)oxy)bicyclo[3.1.0]hexan-6-yl)-1H-pyrazol-3-yl)-3-(trifluoromethoxy)pyridin-2-amine). Yield: 76.0%. RXN SMILES: [NH2:1][C:2]1[N:7]=[CH:6][C:5](/[C:8](/SC)=[CH:9]\[C:10]([CH:12]2[CH:17]3[CH:13]2[CH2:14][CH:15]([O:18][Si:19]([C:32]([CH3:35])([CH3:34])[CH3:33])([C:26]2[CH:31]=[CH:30][CH:29]=[CH:28][CH:27]=2)[C:20]2[CH:25]=[CH:24][CH:23]=[CH:22][CH:21]=2)[CH2:16]3)=O)=[CH:4][C:3]=1[O:38][C:39]([F:42])([F:41])[F:40].O.[NH2:44][NH2:45].C(OCC)(=O)C>C(O)C>[Si:19]([O:18][CH:15]1[CH2:14][CH:13]2[CH:17]([CH:12]2[C:10]2[NH:45][N:44]=[C:8]([C:5]3[CH:4]=[C:3]([O:38][C:39]([F:41])([F:42])[F:40])[C:2]([NH2:1])=[N:7][CH:6]=3)[CH:9]=2)[CH2:16]1)([C:32]([CH3:34])([CH3:33])[CH3:35])([C:20]1[CH:21]=[CH:22][CH:23]=[CH:24][CH:25]=1)[C:26]1[CH:27]=[CH:28][CH:29]=[CH:30][CH:31]=1 |f:1.2|. Procedure: A solution of (E)-3-(6-amino-5-(trifluoromethoxy)pyridin-3-yl)-1-(3-((tert-butyldiphenylsilyl)oxy)bicyclo[3.1.0]hexan-6-yl)-3-(methylthio)prop-2-en-1-one (0.70 g, 1.1 mmol) and hydrazine hydrate (5 mL) in ethanol (5 mL) was sealed in a microwave vessel and heated at 100° C. by microwave irradiation for 1 h. The reaction mixture was concentrated, and the resulting residue was purified by flash column chromatography (60% ethyl acetate in petroleum ether) to product as a white solid (0.50 g, 76% yi... The reactants are ClC=1C=C(C=CC1Cl)C1C2=C(C=CC=C2)C2(CCN(CC2)C)S1 (3-(3,4-dichlorophenyl)-1,3-dihydro-1'-methylspiro[benzo(c)thiophene-1,4'-piperidine]), base, ClC(=O)OC1=CC=CC=C1 (phenyl chloroformate). The solvent is C(Cl)Cl (methylene chloride). The product is ClC=1C=C(C=CC1Cl)C1C2=C(C=CC=C2)C2(CCN(CC2)C(=O)OC2=CC=CC=C2)S1 (3-(3,4-dichlorophenyl)-1,3-dihydro-1'-phenoxycarbonylspiro[benzo(c)thiophene-1,4'-piperidine]). Reaction SMILES: [Cl:1][C:2]1[CH:3]=[C:4]([CH:9]2[S:23][C:16]3([CH2:21][CH2:20][N:19](C)[CH2:18][CH2:17]3)[C:11]3[CH:12]=[CH:13][CH:14]=[CH:15][C:10]2=3)[CH:5]=[CH:6][C:7]=1[Cl:8].Cl[C:25]([O:27][C:28]1[CH:33]=[CH:32][CH:31]=[CH:30][CH:29]=1)=[O:26]>C(Cl)Cl>[Cl:1][C:2]1[CH:3]=[C:4]([CH:9]2[S:23][C:16]3([CH2:17][CH2:18][N:19]([C:25]([O:27][C:28]4[CH:33]=[CH:32][CH:31]=[CH:30][CH:29]=4)=[O:26])[CH2:20][CH2:21]3)[C:11]3[CH:12]=[CH:13][CH:14]=[CH:15][C:10]2=3)[CH:5]=[CH:6][C:7]=1[Cl:8]. Reported procedure: A solution of 2.5 g of 3-(3,4-dichlorophenyl)-1,3-dihydro-1'-methylspiro[benzo(c)thiophene-1,4'-piperidine], free base of Example 19, and 1.3 g of phenyl chloroformate in 30 ml of methylene chloride is stirred at ambient temperature for 16 hours. The well stirred solution is washed successively with dilute sodium hydroxide and water and then dried, effecting a crystalling product. The product is recrystallized from an acetone-pentane mixture to give fine needles, m.p. 200°-202° C. of 3-(3,4-dich... Starting materials: C1(=CC=CC=C1)C(CC(CC1=CC(=CC=C1)C(F)(F)F)=O)=O (1-phenyl-4-(3-trifluoromethylphenyl)-1,3-butanedione), COC(N(C)C)OC (N,N-dimethylformamide dimethyl acetal). Reaction conditions: time 18 hour. Yields the product C(C1=CC=CC=C1)(=O)C1=CN(C=C(C1=O)C1=CC(=CC=C1)C(F)(F)F)C (3-Benzoyl-1-methyl-5-(3-trifluoromethylphenyl)-4(1H)-pyridinone). Reaction SMILES: [C:1]1([C:7](=[O:22])[CH2:8][C:9](=[O:21])[CH2:10][C:11]2[CH:16]=[CH:15][CH:14]=[C:13]([C:17]([F:20])([F:19])[F:18])[CH:12]=2)[CH:6]=[CH:5][CH:4]=[CH:3][CH:2]=1.CO[CH:25](OC)[N:26]([CH3:28])[CH3:27]>>[C:7]([C:8]1[C:9](=[O:21])[C:10]([C:11]2[CH:16]=[CH:15][CH:14]=[C:13]([C:17]([F:20])([F:19])[F:18])[CH:12]=2)=[CH:27][N:26]([CH3:28])[CH:25]=1)(=[O:22])[C:1]1[CH:2]=[CH:3][CH:4]=[CH:5][CH:6]=1. Procedure details: To a 9 g. portion of 1-phenyl-4-(3-trifluoromethylphenyl)-1,3-butanedione was added 60 ml. of N,N-dimethylformamide dimethyl acetal. The reaction mixture was stirred under reflux for 16 hours, and was then evaporated to a dark brown oil under vacuum. The oil was dissolved in 150 ml. of tetrahydrofuran, and to it was added 10 ml. of 40% aqueous methylamine. The mixture was allowed to stand at ambient temperature for 18 hours, and was then evaporated under vacuum to an oil, which was taken up in d... Reactants: COc1ccccc1COCCCOc1ccc(C2CCN(C(=O)OC(C)(C)C)CC2OCCOS(=O)(=O)c2ccc(C)cc2)cc1, OCc1ccccc1O. The product is COc1ccccc1COCCCOc1ccc(C2CCN(C(=O)OC(C)(C)C)CC2OCCOc2ccccc2CO)cc1. Reaction SMILES: [CH3:1][O:2][c:3]1[c:4]([CH2:5][O:6][CH2:7][CH2:8][CH2:9][O:10][c:11]2[cH:12][cH:13][c:14]([CH:17]3[CH:18]([O:30][CH2:31][CH2:32][O:33][S:34]([c:35]4[cH:36][cH:37][c:38]([CH3:39])[cH:40][cH:41]4)(=[O:42])=[O:43])[CH2:19][N:20]([C:23](=[O:24])[O:25][C:26]([CH3:27])([CH3:28])[CH3:29])[CH2:21][CH2:22]3)[cH:15][cH:16]2)[cH:44][cH:45][cH:46][cH:47]1.[OH:48][CH2:49][c:50]1[c:51]([OH:56])[cH:52][cH:53][cH:54][cH:55]1>>[CH3:1][O:2][c:3]1[c:4]([CH2:5][O:6][CH2:7][CH2:8][CH2:9][O:10][c:11]2[cH:12][cH:13][c:14]([CH:17]3[CH:18]([O:30][CH2:31][CH2:32][O:56][c:51]4[c:50]([CH2:49][OH:48])[cH:55][cH:54][cH:53][cH:52]4)[CH2:19][N:20]([C:23](=[O:24])[O:25][C:26]([CH3:27])([CH3:28])[CH3:29])[CH2:21][CH2:22]3)[cH:15][cH:16]2)[cH:44][cH:45][cH:46][cH:47]1.